This data is from the Open Reaction Database (ORD), a public repository of structured organic reaction records. The task is: describe an organic reaction: reactants, conditions, products, and yield The reactants are COC(=O)CCCOc1ccc(CC(=O)OCc2ccccc2)cc1, CCOC(C)=O. Yields the product COC(=O)CCCOc1ccc(CC(=O)O)cc1. As a reaction SMILES: [CH3:1][O:2][C:3]([CH2:4][CH2:5][CH2:6][O:7][c:8]1[cH:9][cH:10][c:11]([CH2:14][C:15](=[O:16])[O:17][CH2:18][c:19]2[cH:20][cH:21][cH:22][cH:23][cH:24]2)[cH:12][cH:13]1)=[O:25].[CH3:26][CH2:27][O:28][C:29]([CH3:30])=[O:31]>>[CH3:1][O:2][C:3]([CH2:4][CH2:5][CH2:6][O:7][c:8]1[cH:9][cH:10][c:11]([CH2:14][C:15](=[O:16])[OH:17])[cH:12][cH:13]1)=[O:25]. Starting materials: CC(O)CN, Cc1ccc(Oc2ccc(Nc3ncnc4cccc(F)c34)cc2C)cn1. Product: Cc1ccc(Oc2ccc(Nc3ncnc4cccc(OC(C)CN)c34)cc2C)cn1. RXN SMILES: [CH3:28][CH:29]([OH:30])[CH2:31][NH2:32].[F:1][c:2]1[c:3]2[c:4]([NH:12][c:13]3[cH:14][c:15]([CH3:27])[c:16]([O:19][c:20]4[cH:21][n:22][c:23]([CH3:26])[cH:24][cH:25]4)[cH:17][cH:18]3)[n:5][cH:6][n:7][c:8]2[cH:9][cH:10][cH:11]1>>[c:2]1([O:30][CH:29]([CH3:28])[CH2:31][NH2:32])[c:3]2[c:4]([NH:12][c:13]3[cH:14][c:15]([CH3:27])[c:16]([O:19][c:20]4[cH:21][n:22][c:23]([CH3:26])[cH:24][cH:25]4)[cH:17][cH:18]3)[n:5][cH:6][n:7][c:8]2[cH:9][cH:10][cH:11]1. Reactants: O=C(c1ncc[nH]1)c1ncc[nH]1, C1CCOC1, COc1ccc(CCC(=O)O)cc1OC, Cc1cccc(CCN)c1. Product: COc1ccc(CCC(=O)NCCc2cccc(C)c2)cc1OC. As a reaction SMILES: [C:16]([c:17]1[nH:18][cH:19][cH:20][n:21]1)([c:22]1[nH:23][cH:24][cH:25][n:26]1)=[O:27].[CH2:38]1[O:39][CH2:40][CH2:41][CH2:42]1.[CH3:1][O:2][c:3]1[cH:4][c:5]([CH2:11][CH2:12][C:13](=[O:14])[OH:15])[cH:6][cH:7][c:8]1[O:9][CH3:10].[CH3:28][c:29]1[cH:30][c:31]([CH2:35][CH2:36][NH2:37])[cH:32][cH:33][cH:34]1>>[CH3:1][O:2][c:3]1[cH:4][c:5]([CH2:11][CH2:12][C:13](=[O:15])[NH:37][CH2:36][CH2:35][c:31]2[cH:30][c:29]([CH3:28])[cH:34][cH:33][cH:32]2)[cH:6][cH:7][c:8]1[O:9][CH3:10].